This data is from the Open Reaction Database (ORD), a public repository of structured organic reaction records. The task is: describe an organic reaction: reactants, conditions, products, and yield The reactants are COC1=CC2=C(CCC[C@H](C2)O)C=C1 ((R)-3-methoxy-6,7,8,9-tetrahydro-5H-benzocyclohepten-6-ol), C1(=CC=C(C=C1)S(=O)(=O)Cl)C (p-toluenesulfonyl chloride). The solvent is N1=CC=CC=C1 (pyridine). Conditions: time 1 day. The product is CC1=CC=C(C=C1)S(=O)(=O)O[C@H]1CC2=C(CCC1)C=CC(=C2)OC ((R)-3-methoxy-6,7,8,9-tetrahydro-5H-benzocyclohepten-6-yl 4-methylbenzenesulfonate). Isolated yield 92.8%. RXN SMILES: [CH3:1][O:2][C:3]1[CH:14]=[CH:13][C:6]2[CH2:7][CH2:8][CH2:9][C@@H:10]([OH:12])[CH2:11][C:5]=2[CH:4]=1.[C:15]1([CH3:25])[CH:20]=[CH:19][C:18]([S:21](Cl)(=[O:23])=[O:22])=[CH:17][CH:16]=1>N1C=CC=CC=1>[CH3:25][C:15]1[CH:20]=[CH:19][C:18]([S:21]([O:12][C@@H:10]2[CH2:9][CH2:8][CH2:7][C:6]3[CH:13]=[CH:14][C:3]([O:2][CH3:1])=[CH:4][C:5]=3[CH2:11]2)(=[O:23])=[O:22])=[CH:17][CH:16]=1. Procedure details: To a solution of (R)-3-methoxy-6,7,8,9-tetrahydro-5H-benzocyclohepten-6-ol (108.96 g) in pyridine (550 ml) was added portionwise p-toluenesulfonyl chloride (129.66 g) at 10° C.~13° C. The reaction mixture was stirred at ambient temperature for 1 day. The solvent was evaporated in vacuo and the residue was partitioned between ethyl acetate (1600 ml) and water (1080 ml). The organic layer was washed successively with 1N hydrochloric acid solution (1080 ml), aqueous sodium hydrogen carbonate (1080 ... Reactants: CCOC(=O)c1cnc2ccc(Br)cc2c1O, [K+], [OH-], O. The product is O=C(O)c1cnc2ccc(Br)cc2c1O. As a reaction SMILES: [CH2:1]([CH3:2])[O:3][C:4](=[O:5])[c:6]1[cH:7][n:8][c:9]2[cH:10][cH:11][c:12]([Br:17])[cH:13][c:14]2[c:15]1[OH:16].[K+:19].[OH-:18].[OH2:20]>>[O:3]=[C:4]([OH:5])[c:6]1[cH:7][n:8][c:9]2[cH:10][cH:11][c:12]([Br:17])[cH:13][c:14]2[c:15]1[OH:16].